Dataset: the Open Reaction Database (ORD), a public repository of structured organic reaction records. Task: describe an organic reaction: reactants, conditions, products, and yield The reactants are [N-]=C=O (isocyanate), C(C)(C)(C)N=NC1(CCCCC1)N=C=O (1-t-butylazo-1-isocyanatocyclohexane), CO (methanol), 3, C(C)(C)(C)N=NC1(CCCCC1)N=C=O (1-t-butylazo-1-isocyanatocyclohexane), [H-].[Na+] (sodium hydride), carbonyl. Run in O (water). Conditions: time 30 minute. Product: C(C)(C)(C)N=NC1(CCCCC1)NC(=O)OC (1-t-Butylazo-1-(methoxycarbonylamino)cyclohexane). As a reaction SMILES: CO.[H-].[Na+].[C:5]([N:9]=[N:10][C:11]1([N:17]=[C:18]=[O:19])[CH2:16][CH2:15][CH2:14][CH2:13][CH2:12]1)([CH3:8])([CH3:7])[CH3:6].[N-]=[C:21]=[O:22]>O>[C:5]([N:9]=[N:10][C:11]1([NH:17][C:18]([O:22][CH3:21])=[O:19])[CH2:16][CH2:15][CH2:14][CH2:13][CH2:12]1)([CH3:8])([CH3:6])[CH3:7] |f:1.2|. Procedure details: To 30 ml of methanol in a 100 ml 3 neck round bottom flask equipped with a thermometer and magnetic stirrer was slowly added 2.1 grams (0.05 moles) of 57% sodium hydride. After the temperature came back to 25° C., 10.5 grams (0.05 moles) of 1-t-butylazo-1-isocyanatocyclohexane was added dropwise over 5 minutes. There was a 2° C. rise in temperature during the addition. After the addition was complete, the reaction was stirred an additional 30 minutes at room temperature. Gas chromatography indic...